From a dataset of the Open Reaction Database (ORD), a public repository of structured organic reaction records. describe an organic reaction: reactants, conditions, products, and yield Starting materials: CC(=O)[O-], CCO, Cc1c(Br)cc(S(C)(=O)=O)c(C)c1Cl, [H][H], [Na+], O, [Pd]. Yields the product Cc1ccc(S(C)(=O)=O)c(C)c1Cl. As a reaction SMILES: [CH3:19][C:20](=[O:21])[O-:22].[CH3:1][CH2:2][OH:3].[Cl:4][c:5]1[c:6]([CH3:17])[c:7]([S:13](=[O:14])(=[O:15])[CH3:16])[cH:8][c:9]([Br:12])[c:10]1[CH3:11].[H:23][H:24].[Na+:18].[OH2:26].[Pd:25]>>[Cl:4][c:5]1[c:6]([CH3:17])[c:7]([S:13](=[O:14])(=[O:15])[CH3:16])[cH:8][cH:9][c:10]1[CH3:11]. Product: O=C(C=Cc1ccc(O)c(Cl)c1Cl)c1ccc(-c2ccc(C(F)(F)F)cc2)s1. Starting materials: CC#N, O=Cc1ccc(O)c(Cl)c1Cl, CC(=O)c1ccc(-c2ccc(C(F)(F)F)cc2)s1. As a reaction SMILES: [CH3:30][C:31]#[N:32].[Cl:19][c:20]1[c:21]([CH:22]=[O:23])[cH:24][cH:25][c:26]([OH:29])[c:27]1[Cl:28].[F:1][C:2]([c:3]1[cH:4][cH:5][c:6](-[c:9]2[cH:10][cH:11][c:12]([C:14]([CH3:15])=[O:16])[s:13]2)[cH:7][cH:8]1)([F:17])[F:18]>>[F:1][C:2]([c:3]1[cH:4][cH:5][c:6](-[c:9]2[cH:10][cH:11][c:12]([C:14]([CH:15]=[CH:22][c:21]3[c:20]([Cl:19])[c:27]([Cl:28])[c:26]([OH:29])[cH:25][cH:24]3)=[O:16])[s:13]2)[cH:7][cH:8]1)([F:17])[F:18]. Starting materials: FC(=CC1(CC1)C1=CC2=C(C=C1)OCO2)C(=O)OC (1-(2-Fluoro-2-(methoxycarbonyl)ethenyl)-1-(3,4-methylenedioxyphenyl)cyclopropane), [H-].[Al+3].[Li+].[H-].[H-].[H-] (lithium aluminium hydride). Run in C(C)OCC (diethyl ether). The product is FC(=CC1(CC1)C1=CC2=C(C=C1)OCO2)CO (1-(2-fluoro-3-hydroxyprop-1-enyl)-1-(3,4-methylenedioxyphenyl)cyclopropane). Isolated yield 89.0%. RXN SMILES: [F:1][C:2]([C:16](OC)=[O:17])=[CH:3][C:4]1([C:7]2[CH:12]=[CH:11][C:10]3[O:13][CH2:14][O:15][C:9]=3[CH:8]=2)[CH2:6][CH2:5]1.[H-].[Al+3].[Li+].[H-].[H-].[H-]>C(OCC)C>[F:1][C:2]([CH2:16][OH:17])=[CH:3][C:4]1([C:7]2[CH:12]=[CH:11][C:10]3[O:13][CH2:14][O:15][C:9]=3[CH:8]=2)[CH2:5][CH2:6]1 |f:1.2.3.4.5.6|. Reported procedure: The method of Example 9 was repeated using 1-(2-Fluoro-2-(methoxy-carbonyl)ethenyl)-1-(3,4-methylene-dioxyphenyl)cyclopropane (Example 6) (0.98 g), diethyl ether (15 ml) and lithium aluminium hydride (0.37 g) to yield the title compound (0.78 g, 88%).